From a dataset of the Open Reaction Database (ORD), a public repository of structured organic reaction records. describe an organic reaction: reactants, conditions, products, and yield Reactants: C1CC(=O)N(C1=O)Br (NBS), ClC=1C=2N(C3=CC(=C(C=C3N1)C)C)C=CN2 (4-chloro-7,8-dimethyl-imidazo[1,2-a]quinoxaline), C1CC(=O)N(C1=O)Br (NBS). Run in C1CCOC1.CN1CCCC1=O (THF NMP). Reaction conditions: time 18 hour. Product: BrC1=CN=C2N1C1=CC(=C(C=C1N=C2Cl)C)C (1-bromo-4-chloro-7,8-dimethyl-imidazo[1,2-a]quinoxaline). Isolated yield 81.1%. As a reaction SMILES: [Cl:1][C:2]1[C:3]2[N:4]([CH:14]=[CH:15][N:16]=2)[C:5]2[C:10]([N:11]=1)=[CH:9][C:8]([CH3:12])=[C:7]([CH3:13])[CH:6]=2.C1C(=O)N([Br:24])C(=O)C1>C1COCC1.CN1C(=O)CCC1>[Br:24][C:14]1[N:4]2[C:5]3[C:10]([N:11]=[C:2]([Cl:1])[C:3]2=[N:16][CH:15]=1)=[CH:9][C:8]([CH3:12])=[C:7]([CH3:13])[CH:6]=3 |f:2.3|. Reported procedure: To a stirred suspension of 4-chloro-7,8-dimethyl-imidazo[1,2-a]quinoxaline (32.2 g, 0.148 mot) in THF/NMP 2:1 (312 mL) was added NBS (26.3 g, 0.148 mot) in one portion at room temperature. After stirred for 18 h, additional NBS (13.1 g, 0.074 mot) was added and the mixture was stirred for additional 2 h at room temperature. After removal of the THF portion of the organic phase by vacuum evaporation, water was added (520 mL). The precipitate was filtered and the residue was washed with water, die... Starting materials: [N+](=O)([O-])C1=CC=C(C=C1)S(=O)(=O)N1CCN(CC1)C1=C(C=CC=C1)Br (1-[(p-nitrophenyl)sulfonyl]-4-(o-bromophenyl)piperazine). The reagents and catalysts are [Cl-].[Cl-].[Cl-].[Ti+3] (titanium chloride (TiCl3)). Product: NC1=CC=C(C=C1)S(=O)(=O)N1CCN(CC1)C1=C(C=CC=C1)Br (1-[(p-aminophenyl)sulfonyl]-4-(o-bromophenyl)piperazine). RXN SMILES: [N+:1]([C:4]1[CH:9]=[CH:8][C:7]([S:10]([N:13]2[CH2:18][CH2:17][N:16]([C:19]3[CH:24]=[CH:23][CH:22]=[CH:21][C:20]=3[Br:25])[CH2:15][CH2:14]2)(=[O:12])=[O:11])=[CH:6][CH:5]=1)([O-])=O>[Cl-].[Cl-].[Cl-].[Ti+3]>[NH2:1][C:4]1[CH:9]=[CH:8][C:7]([S:10]([N:13]2[CH2:18][CH2:17][N:16]([C:19]3[CH:24]=[CH:23][CH:22]=[CH:21][C:20]=3[Br:25])[CH2:15][CH2:14]2)(=[O:12])=[O:11])=[CH:6][CH:5]=1 |f:1.2.3.4|. Procedure: In the manner given in Example 5B, 1-[(p-nitrophenyl)sulfonyl]-4-(o-bromophenyl)piperazine is reduced with titanium chloride (TiCl3) to give 1-[(p-aminophenyl)sulfonyl]-4-(o-bromophenyl)piperazine. Reactants: B(Br)(Br)Br (boron tribromide), COCC1(CC(C1)=C)C#N (1-(methoxymethyl)-3-methylenecyclobutanecarbonitrile). The solvent is C(Cl)Cl (methylene chloride), C(Cl)Cl (methylene chloride). Conditions: time 2 hour. Product: OCC1(CC(C1)=C)C#N (1-(hydroxymethyl)-3-methylenecyclobutanecarbonitrile). Yield: 100.3%. Reaction SMILES: C[O:2][CH2:3][C:4]1([C:9]#[N:10])[CH2:7][C:6](=[CH2:8])[CH2:5]1.B(Br)(Br)Br>C(Cl)Cl>[OH:2][CH2:3][C:4]1([C:9]#[N:10])[CH2:7][C:6](=[CH2:8])[CH2:5]1. Procedure details: To a mixture of 1-(methoxymethyl)-3-methylenecyclobutanecarbonitrile (1.40 g, 0.0102 mol) in methylene chloride (30 mL, 0.4 mol) was added 1.0 M of boron tribromide in methylene chloride (12.8 mL) at −78° C. The reaction was stirred at rt for 2 h, quenched with aq. sodium bicarbonate, and extracted with dichloromethane. The combined organic layers were dried over magnesium sulfate and evaporated to dryness to give the desired product (1.26 g, 100%). 1H NMR (400 MHz, CDCl3): 4.81 (2H, m), 3.66 (2... Reactants: COC(=O)CCCC(=O)Cl, Cc1nc(N)sc1-c1ccc(S(C)(=O)=O)c(F)c1. Product: COC(=O)CCCC(=O)Nc1nc(C)c(-c2ccc(S(C)(=O)=O)c(F)c2)s1. As a reaction SMILES: [CH3:1][O:2][C:3]([CH2:4][CH2:5][CH2:6][C:7](=[O:8])[Cl:9])=[O:10].[F:11][c:12]1[cH:13][c:14](-[c:22]2[c:23]([CH3:28])[n:24][c:25]([NH2:27])[s:26]2)[cH:15][cH:16][c:17]1[S:18](=[O:19])(=[O:20])[CH3:21]>>[CH3:1][O:2][C:3]([CH2:4][CH2:5][CH2:6][C:7](=[O:8])[NH:27][c:25]1[n:24][c:23]([CH3:28])[c:22](-[c:14]2[cH:13][c:12]([F:11])[c:17]([S:18](=[O:19])(=[O:20])[CH3:21])[cH:16][cH:15]2)[s:26]1)=[O:10]. The reactants are ClC=1C=CC(=NC1)N1CCC(CC1)NC(OC(C)(C)C)=O (tert-butyl (1-(5-chloropyridin-2-yl)piperidin-4-yl)carbamate), C1CCOC1 (THF). The solvent is Cl (HCl), O1CCOCC1 (Dioxane), O1CCOCC1 (Dioxane), Cl (HCl). Run at time 20 hour. The product is Cl.Cl.ClC=1C=CC(=NC1)N1CCC(CC1)N (1-(5-Chloropyridin-2-yl)piperidin-4-amine dihydrochloride). The yield is 302.0%. RXN SMILES: [Cl:1][C:2]1[CH:3]=[CH:4][C:5]([N:8]2[CH2:13][CH2:12][CH:11]([NH:14]C(=O)OC(C)(C)C)[CH2:10][CH2:9]2)=[N:6][CH:7]=1.C1COCC1>Cl.O1CCOCC1>[ClH:1].[ClH:1].[Cl:1][C:2]1[CH:3]=[CH:4][C:5]([N:8]2[CH2:13][CH2:12][CH:11]([NH2:14])[CH2:10][CH2:9]2)=[N:6][CH:7]=1 |f:4.5.6|. Reported procedure: A solution of tert-butyl (1-(5-chloropyridin-2-yl)piperidin-4-yl)carbamate (1.15 g, 3.70 mmol) in HCl in Dioxane (4M, 5 mL) and THF (5 mL) was stirred at rt for 6.5 h. 4M HCl in Dioxane (2 mL) was added and the reaction mixture stirred for another 20 h. The reaction mixture was filtered, the residue was washed with EtOAc and dried to give the title compound (1.06 g, 100%) as a solid. 1H NMR (500 MHz, CD3OD): 8.10 (s, 1H), 8.06 (d, 1H), 7.52 (d, 1H), 4.36 (d, 2H), 3.62-3.54 (m, 1H), 3.42 (dt, 2H)... Reactants: CCOCC, CN(C)C=O, O=C1CCC(=O)N1Cl, COc1nc(N)ccc1C(=O)CCC1CCN(C(=O)OC(C)(C)C)CC1. Yields the product COc1nc(N)c(Cl)cc1C(=O)CCC1CCN(C(=O)OC(C)(C)C)CC1. Reaction SMILES: [CH2:40]([O:41][CH2:42][CH3:43])[CH3:44].[CH3:35][N:36]([CH3:37])[CH:38]=[O:39].[Cl:27][N:28]1[C:29](=[O:30])[CH2:31][CH2:32][C:33]1=[O:34].[NH2:1][c:2]1[cH:3][cH:4][c:5]([C:10]([CH2:11][CH2:12][CH:13]2[CH2:14][CH2:15][N:16]([C:19](=[O:20])[O:21][C:22]([CH3:23])([CH3:24])[CH3:25])[CH2:17][CH2:18]2)=[O:26])[c:6]([O:8][CH3:9])[n:7]1>>[NH2:1][c:2]1[c:3]([Cl:27])[cH:4][c:5]([C:10]([CH2:11][CH2:12][CH:13]2[CH2:14][CH2:15][N:16]([C:19](=[O:20])[O:21][C:22]([CH3:23])([CH3:24])[CH3:25])[CH2:17][CH2:18]2)=[O:26])[c:6]([O:8][CH3:9])[n:7]1.